This data is from the Open Reaction Database (ORD), a public repository of structured organic reaction records. The task is: describe an organic reaction: reactants, conditions, products, and yield Reactants: P(=O)([O-])([O-])[O-] (phosphate), CO (methanol), CC[C@@H]1[C@@]([C@@H]([C@H](C(=O)[C@@H](C[C@@]([C@@H]([C@H]([C@@H]([C@H](C(=O)O1)C)O[C@H]2C[C@@]([C@H]([C@@H](O2)C)O)(C)OC)C)O[C@H]3[C@@H]([C@H](C[C@H](O3)C)N(C)C)O)(C)O)C)C)O)(C)O (erythromycin A), CO (methanol). Yields the product CC[C@@H]1[C@@]([C@@H]([C@H](C(=O)[C@@H](C[C@@]([C@@H]([C@H]([C@@H]([C@H](C(=O)O1)C)O[C@H]2C[C@@]([C@H]([C@@H](O2)C)O)(C)OC)C)O[C@H]3[C@@H]([C@H](C[C@H](O3)C)N(C)C)O)(C)OC)C)C)O)(C)O (6-O-methylerythromycin A). RXN SMILES: P([O-])([O-])([O-])=O.[CH3:6][CH2:7][C@H:8]1[O:23][C:21](=[O:22])[C@H:20]([CH3:24])[C@@H:19]([O:25][C@@H:26]2[O:31][C@@H:30]([CH3:32])[C@H:29]([OH:33])[C@@:28]([O:35][CH3:36])([CH3:34])[CH2:27]2)[C@H:18]([CH3:37])[C@@H:17]([O:38][C@@H:39]2[O:44][C@H:43]([CH3:45])[CH2:42][C@H:41]([N:46]([CH3:48])[CH3:47])[C@H:40]2[OH:49])[C@@:16]([OH:51])([CH3:50])[CH2:15][C@@H:14]([CH3:52])[C:12](=[O:13])[C@H:11]([CH3:53])[C@@H:10]([OH:54])[C@@:9]1([OH:56])[CH3:55].[CH3:57]O>>[CH3:6][CH2:7][C@H:8]1[O:23][C:21](=[O:22])[C@H:20]([CH3:24])[C@@H:19]([O:25][C@@H:26]2[O:31][C@@H:30]([CH3:32])[C@H:29]([OH:33])[C@@:28]([O:35][CH3:36])([CH3:34])[CH2:27]2)[C@H:18]([CH3:37])[C@@H:17]([O:38][C@@H:39]2[O:44][C@H:43]([CH3:45])[CH2:42][C@H:41]([N:46]([CH3:47])[CH3:48])[C@H:40]2[OH:49])[C@@:16]([O:51][CH3:57])([CH3:50])[CH2:15][C@@H:14]([CH3:52])[C:12](=[O:13])[C@H:11]([CH3:53])[C@@H:10]([OH:54])[C@@:9]1([OH:56])[CH3:55]. Reported procedure: Each fraction was analyzed by thin layer chromatography (E. Merck Darmstadt. thin layer chromatography plate silica gel 60 silanized precoated, thickness 0.25 mm), developing in a mixture of methanol and a 0.1 M phosphate buffer solution (pH 7.0) (3:2). The fractions having Rf value 0.42 (c.f., erythromycin A, Rf value 0.46) were combined and most of the methanol was evaporated in vacuo. The residue was made alkaline with sodium carbonate and extracted with chloroform. The chloroform layer was w... The reactants are CCOC(=O)c1ccc(OCC2CCN(C)CC2)c(OC)c1, ClCCl, O=C(O)C(F)(F)F, O=[N+]([O-])O. Product: CCOC(=O)c1cc(OC)c(OCC2CCN(C)CC2)cc1[N+](=O)[O-]. As a reaction SMILES: [CH3:8][O:9][c:10]1[cH:11][c:12]([C:13](=[O:14])[O:15][CH2:16][CH3:17])[cH:18][cH:19][c:20]1[O:21][CH2:22][CH:23]1[CH2:24][CH2:25][N:26]([CH3:29])[CH2:27][CH2:28]1.[Cl:34][CH2:35][Cl:36].[OH:1][C:2]([C:3]([F:4])([F:5])[F:6])=[O:7].[OH:30][N+:31]([O-:32])=[O:33]>>[CH3:8][O:9][c:10]1[cH:11][c:12]([C:13](=[O:14])[O:15][CH2:16][CH3:17])[c:18]([N+:31](=[O:30])[O-:32])[cH:19][c:20]1[O:21][CH2:22][CH:23]1[CH2:24][CH2:25][N:26]([CH3:29])[CH2:27][CH2:28]1. Reactants: CC(C)=O, Cl, [I-], [K+], O=N[O-], COc1nc2cc(Cl)c(Cl)c(N)c2nc1OC, [Na+]. The product is COc1nc2cc(Cl)c(Cl)c(I)c2nc1OC. Reaction SMILES: [CH3:25][C:26](=[O:27])[CH3:28].[ClH:18].[I-:24].[K+:23].[N:19]([O-:20])=[O:21].[NH2:1][c:2]1[c:3]2[n:4][c:5]([O:16][CH3:17])[c:6]([O:14][CH3:15])[n:7][c:8]2[cH:9][c:10]([Cl:13])[c:11]1[Cl:12].[Na+:22]>>[c:2]1([I:24])[c:3]2[n:4][c:5]([O:16][CH3:17])[c:6]([O:14][CH3:15])[n:7][c:8]2[cH:9][c:10]([Cl:13])[c:11]1[Cl:12]. Starting materials: COC=1C=C(C(=O)N[C@H]2CN(CC2)C)C=CC1[N+](=O)[O-] (3-methoxy-N-[(3R)-1-methylpyrrolidin-3-yl]-4-nitro-benzamide), N1(CCCC1)CCN (2-pyrrolidin-1-ylethanamine), solid. Product: COC=1C=C(C(=O)NCCN2CCCC2)C=CC1[N+](=O)[O-] (3-methoxy-4-nitro-N-(2-pyrrolidin-1-ylethyl)benzamide). Reaction SMILES: [CH3:1][O:2][C:3]1[CH:4]=[C:5]([CH:15]=[CH:16][C:17]=1[N+:18]([O-:20])=[O:19])[C:6]([NH:8][C@@H:9]1[CH2:13][CH2:12][N:11]([CH3:14])[CH2:10]1)=[O:7].N1(CCN)CCC[CH2:22]1>>[CH3:1][O:2][C:3]1[CH:4]=[C:5]([CH:15]=[CH:16][C:17]=1[N+:18]([O-:20])=[O:19])[C:6]([NH:8][CH2:9][CH2:10][N:11]1[CH2:14][CH2:22][CH2:13][CH2:12]1)=[O:7]. Reported procedure: The title compound was prepared by an analogous method to the preparation of Intermediate 188, on a 9.28 mmol scale utilising 2-pyrrolidin-1-ylethanamine (Aldrich; 1.06 g, 9.28 mmol), as a brown solid (2.3 g, 85%) RXN SMILES: [N:1]1[C:6]2[NH:7][CH:8]=[CH:9][C:5]=2[C:4]([OH:10])=[N:3][CH:2]=1.[CH2:11]([O:18][C:19](=[O:31])[NH:20][C:21]1[CH:26]=[CH:25][C:24]([F:27])=[C:23]([CH:28]=[O:29])[C:22]=1[F:30])C1C=CC=CC=1.[OH-].[K+].CO>Cl>[CH3:11][O:18][C:19](=[O:31])[NH:20][C:21]1[CH:26]=[CH:25][C:24]([F:27])=[C:23]([CH:28]([OH:29])[C:9]2[C:5]3[C:4]([OH:10])=[N:3][CH:2]=[N:1][C:6]=3[NH:7][CH:8]=2)[C:22]=1[F:30] |f:2.3|. Procedure: In a reaction vessel, 7H-pyrrolo[2,3-d]pyrimidin-4-ol (37, 855 mg, 6.33 mmol) is combined with (2,4-difluoro-3-formyl-phenyl)-carbamic acid benzyl ester (33, 2.03 g, 6.96 mmol) and potassium hydroxide (1.06 g, 19.0 mmol) and 5 mL of methanol is added. The resulting solution is stirred at 50° C. for 2 days. The reaction is diluted with 1N hydrochloric acid and extracted with ethyl acetate, and the resulting solids collected by filtration and dried under vacuum. The organic layer is separated from... Isolated yield 92.5%. Reactants: N1=CN=C(C2=C1NC=C2)O (7H-pyrrolo[2,3-d]pyrimidin-4-ol), C(C1=CC=CC=C1)OC(NC1=C(C(=C(C=C1)F)C=O)F)=O ((2,4-difluoro-3-formyl-phenyl)-carbamic acid benzyl ester), [OH-].[K+] (potassium hydroxide), CO (methanol). The product is COC(NC1=C(C(=C(C=C1)F)C(C1=CNC=2N=CN=C(C21)O)O)F)=O ({2,4-difluoro-3-[hydroxy-(4-hydroxy-7H-pyrrolo[2,3-d]pyrimidin-5-yl)-methyl]-phenyl}-carbamic acid methyl ester). Reaction conditions: temperature 50 celsius, time 2 day. Run in Cl (hydrochloric acid). Reactants: ClCCOCCC (2-chloroethylpropylether), C([O-])([O-])=O.[K+].[K+] (potassium carbonate), [I-].[Na+] (sodium iodide), BrC=1C=C(C=CC1)O (3-bromophenol). The solvent is CN(C)C=O (DMF), O (water). Run at temperature 90 celsius, time 18 hour. The product is BrC1=CC(=CC=C1)OCCOCCC (1-bromo-3-(2-propoxyethoxy)benzene). As a reaction SMILES: [Br:1][C:2]1[CH:3]=[C:4]([OH:8])[CH:5]=[CH:6][CH:7]=1.C(=O)([O-])[O-].[K+].[K+].[I-].[Na+].Cl[CH2:18][CH2:19][O:20][CH2:21][CH2:22][CH3:23]>CN(C=O)C.O>[Br:1][C:2]1[CH:7]=[CH:6][CH:5]=[C:4]([O:8][CH2:18][CH2:19][O:20][CH2:21][CH2:22][CH3:23])[CH:3]=1 |f:1.2.3,4.5|. Reported procedure: In DMF (140 ml) was dissolved 3-bromophenol (14 g). To the mixture were added potassium carbonate (15.7 g) and sodium iodide (12.1 g) and then was added 2-chloroethylpropylether (12.3 ml), and the mixture was stirred at 90° C. for 18 hours. There action mixture was added to water, and the mixture was extracted with ethyl acetate, washed with saturated brine and dried with magnesium sulfate. Under reduced pressure, the solvent was evaporated, and the residue was purified with silica gel column ch... Starting materials: CS(C)=O, [I-], O=N[O-], Nc1ccc([N+](=O)[O-])cc1O, [Na+], [Na+], [Na+], O, O=S([O-])O, O=S(=O)(O)O. Yields the product O=[N+]([O-])c1ccc(I)c(O)c1. As a reaction SMILES: [CH3:29][S:30]([CH3:31])=[O:32].[I-:17].[N:1]([O-:2])=[O:3].[NH2:5][c:6]1[c:7]([OH:15])[cH:8][c:9]([N+:12](=[O:13])[O-:14])[cH:10][cH:11]1.[Na+:16].[Na+:22].[Na+:4].[OH2:23].[S:18](=[O:19])([OH:20])[O-:21].[S:24](=[O:25])(=[O:26])([OH:27])[OH:28]>>[c:6]1([I:17])[c:7]([OH:15])[cH:8][c:9]([N+:12](=[O:13])[O-:14])[cH:10][cH:11]1. Reactants: C1CCOC1, COC(=O)c1c[nH]c2ccccc12, [H-], CCI, [Na+]. Product: CCn1cc(C(=O)OC)c2ccccc21. RXN SMILES: [CH2:19]1[O:20][CH2:21][CH2:22][CH2:23]1.[CH3:1][O:2][C:3](=[O:4])[c:5]1[cH:6][nH:7][c:8]2[cH:9][cH:10][cH:11][cH:12][c:13]12.[H-:17].[I:14][CH2:15][CH3:16].[Na+:18]>>[CH3:1][O:2][C:3](=[O:4])[c:5]1[cH:6][n:7]([CH2:15][CH3:16])[c:8]2[cH:9][cH:10][cH:11][cH:12][c:13]12. Starting materials: NC1=C(C=C(C=C1[N+](=O)[O-])C)I (4-amino-3-iodo-5-nitrotoluene), S(O)(O)(=O)=O (sulphuric acid), ice water, N(=O)[O-].[Na+] (sodium nitrite). The solvent is C(C)O (ethanol). Yields the product IC=1C=C(C=C(C1)[N+](=O)[O-])C (3-iodo-5-nitrotoluene). Isolated yield 77.0%. RXN SMILES: N[C:2]1[C:7]([N+:8]([O-:10])=[O:9])=[CH:6][C:5]([CH3:11])=[CH:4][C:3]=1[I:12].S(=O)(=O)(O)O.N([O-])=O.[Na+]>C(O)C>[I:12][C:3]1[CH:4]=[C:5]([CH3:11])[CH:6]=[C:7]([N+:8]([O-:10])=[O:9])[CH:2]=1 |f:2.3|. Reported procedure: To a solution of 4-amino-3-iodo-5-nitrotoluene (14.0 g) in ethanol (70 ml) was added concentrated sulphuric acid (8 ml) dropwise, then the solution was heated to reflux and solid sodium nitrite (8.9 g) added in small amounts over 30 minutes. The mixture was refluxed a further one hour, and then was poured into ice water. The precipitate was washed with water and dried to yield 3-iodo-5-nitrotoluene (10.2 g). δ (360 MHz, DMSO-d6) 2.40 (3H, s, CH3), 8.07 (2H, bs, 2-H and 6-H) and 8.30 (1H, s, 4-H)...